This data is from the Open Reaction Database (ORD), a public repository of structured organic reaction records. The task is: describe an organic reaction: reactants, conditions, products, and yield Starting materials: CC(C)(C)OC(=O)N1CC(CCl)c2ccc([N+](=O)[O-])cc21, CCCCOC(=O)CNC(=O)c1ccc2cc(C(=O)O)[nH]c2c1. Product: CCCCOC(=O)CNC(=O)c1ccc2cc(C(=O)N3CC(CCl)c4ccc([N+](=O)[O-])cc43)[nH]c2c1. Reaction SMILES: [C:1]([O:2][C:6](=[O:7])[N:8]1[CH2:9][CH:10]([CH2:20][Cl:21])[c:11]2[cH:12][cH:13][c:14]([N+:17](=[O:18])[O-:19])[cH:15][c:16]21)([CH3:3])([CH3:4])[CH3:5].[CH2:22]([CH2:23][CH2:24][CH3:25])[O:26][C:27](=[O:28])[CH2:29][NH:30][C:31](=[O:32])[c:33]1[cH:34][cH:35][c:36]2[cH:37][c:38]([C:42]([OH:43])=[O:44])[nH:39][c:40]2[cH:41]1>>[C:6](=[O:7])([N:8]1[CH2:9][CH:10]([CH2:20][Cl:21])[c:11]2[cH:12][cH:13][c:14]([N+:17](=[O:18])[O-:19])[cH:15][c:16]21)[c:38]1[cH:37][c:36]2[cH:35][cH:34][c:33]([C:31]([NH:30][CH2:29][C:27]([O:26][CH2:22][CH2:23][CH2:24][CH3:25])=[O:28])=[O:32])[cH:41][c:40]2[nH:39]1. Reactants: COC(C=CC=CCC(CCC=C(C)C)C)=O (7,11-dimethyl-2,4,10-dodecatrienoic acid methyl ester), 1-N, [OH-].[Na+] (sodium hydroxide), ClC1=CC(=CC=C1)C(=O)OO (m-chloroperbenzoic acid). Solvent: C(Cl)Cl (methylene chloride). Reaction conditions: temperature 0 celsius, time 1.5 hour. Product: COC(C=CC=CCC(CCC1C(C)(C)O1)C)=O (10,11-epoxy-7,11-dimethyl-2,4-dodecadienoic acid methyl ester). As a reaction SMILES: [CH3:1][O:2][C:3](=[O:17])[CH:4]=[CH:5][CH:6]=[CH:7][CH2:8][CH:9]([CH3:16])[CH2:10][CH2:11][CH:12]=[C:13]([CH3:15])[CH3:14].ClC1C=CC=C(C(OO)=[O:26])C=1.[OH-].[Na+]>C(Cl)Cl>[CH3:1][O:2][C:3](=[O:17])[CH:4]=[CH:5][CH:6]=[CH:7][CH2:8][CH:9]([CH3:16])[CH2:10][CH2:11][CH:12]1[O:26][C:13]1([CH3:14])[CH3:15] |f:2.3|. Procedure details: 2.4 g of 7,11-dimethyl-2,4,10-dodecatrienoic acid methyl ester is dissolved in 30 ml of methylene chloride and mixed portionwise at 0°C., with stirring, with 2.4 g of m-chloroperbenzoic acid (ca 80% by wt.). Subsequently the mixture is stirred for a further 1.5 hours at 0°C. The mixture is poured on to ice, treated with 1-N sodium hydroxide, and extracted with diethyl ether. The ethereal phase is washed to neutrality, dried and evaporated. The product is chromatographed on a 50-fold amount of Ki... Reactants: ClC1=C2C(=NC=N1)N(N=C2)C2=C(C=CC=C2)C(F)(F)F (4-chloro-1-(2-(trifluoromethyl)phenyl)-1H-pyrazolo[3,4-d]pyrimidine), C(CC(O)(C(=O)O)CC(=O)O)(=O)O (Citric acid), [H-].[Na+] (Sodium hydride), C(#N)C=1C=CC(=NC1)NC([C@H](COCC)O)=O ((S)—N-(5-cyanopyridin-2-yl)-3-ethoxy-2-hydroxypropanamide). Solvent: C1CCOC1 (THF), C1CCOC1 (THF). Run at temperature 0 celsius, time 10 minute. Yields the product C(#N)C=1C=CC(=NC1)NC([C@H](COCC)OC1=NC=NC2=C1C=NN2C2=C(C=CC=C2)C(F)(F)F)=O ((2S)—N-(5-cyanopyridin-2-yl)-3-ethoxy-2-[1-[2-(trifluoromethyl)phenyl]pyrazolo[4,5-e]pyrimidin-4-yl]oxypropanamide). The yield is 86.4%. Reaction SMILES: [H-].[Na+].[C:3]([C:5]1[CH:6]=[CH:7][C:8]([NH:11][C:12](=[O:19])[C@@H:13]([OH:18])[CH2:14][O:15][CH2:16][CH3:17])=[N:9][CH:10]=1)#[N:4].Cl[C:21]1[N:26]=[CH:25][N:24]=[C:23]2[N:27]([C:30]3[CH:35]=[CH:34][CH:33]=[CH:32][C:31]=3[C:36]([F:39])([F:38])[F:37])[N:28]=[CH:29][C:22]=12.C(O)(=O)CC(CC(O)=O)(C(O)=O)O>C1COCC1>[C:3]([C:5]1[CH:6]=[CH:7][C:8]([NH:11][C:12](=[O:19])[C@@H:13]([O:18][C:21]2[C:22]3[CH:29]=[N:28][N:27]([C:30]4[CH:35]=[CH:34][CH:33]=[CH:32][C:31]=4[C:36]([F:38])([F:39])[F:37])[C:23]=3[N:24]=[CH:25][N:26]=2)[CH2:14][O:15][CH2:16][CH3:17])=[N:9][CH:10]=1)#[N:4] |f:0.1|. Procedure details: 60% Sodium hydride (60.0 mg, 1.50 mmol) was added in one portion to (S)—N-(5-cyanopyridin-2-yl)-3-ethoxy-2-hydroxypropanamide (Intermediate H4) (235 mg, 1.00 mmol) in anhydrous THF (5 mL) and the mixture was cooled to 0° C. under nitrogen. The resulting suspension was stirred at 0° C. for 10 minutes and 4-chloro-1-(2-(trifluoromethyl)phenyl)-1H-pyrazolo[3,4-d]pyrimidine (Intermediate P1) (298.6 mg, 1.00 mmol) as suspension in dry THF (4 mL) was added dropwise over 1 minute. The mixture was stirr... Reactants: BrC=1C=CC(=NC1)CC#N ((5-bromo-pyridin-2-yl)-acetonitrile), BrCCCCCBr (1,5-dibromopentane), Intermediate 4. Yields the product BrC=1C=CC(=NC1)C1(CCCCC1)C#N (1-(5-bromo-pyridin-2-yl)-cyclohexanecarbonitrile). Yield: 60.0%. Reaction SMILES: [Br:1][C:2]1[CH:3]=[CH:4][C:5]([CH2:8][C:9]#[N:10])=[N:6][CH:7]=1.Br[CH2:12][CH2:13][CH2:14][CH2:15][CH2:16]Br>>[Br:1][C:2]1[CH:3]=[CH:4][C:5]([C:8]2([C:9]#[N:10])[CH2:16][CH2:15][CH2:14][CH2:13][CH2:12]2)=[N:6][CH:7]=1. Procedure details: The title compound was prepared from (5-bromo-pyridin-2-yl)-acetonitrile and 1,5-dibromopentane following a procedure analogous to that described in Step 3 for Intermediate 4. Yield: 60% of theory; Mass spectrum (ESI+): m/z=265/267 (Br) [M+H]+. Reactants: COC(C(C(C1=CC(=CC=C1)Cl)Cl)=O)=O (3-chloro-3-(3-chloro-phenyl)-2-oxo-propionic acid methyl ester), NC(=S)N (thiourea). The product is COC(=O)C=1N=C(SC1C1=CC(=CC=C1)Cl)N (2-Amino-5-(3-chloro-phenyl)-thiazole-4-carboxylic acid methyl ester). Reaction SMILES: [CH3:1][O:2][C:3](=[O:15])[C:4](=O)[CH:5](Cl)[C:6]1[CH:11]=[CH:10][CH:9]=[C:8]([Cl:12])[CH:7]=1.[NH2:16][C:17]([NH2:19])=[S:18]>>[CH3:1][O:2][C:3]([C:4]1[N:16]=[C:17]([NH2:19])[S:18][C:5]=1[C:6]1[CH:11]=[CH:10][CH:9]=[C:8]([Cl:12])[CH:7]=1)=[O:15]. Reported procedure: prepared by reaction of 3-chloro-3-(3-chloro-phenyl)-2-oxo-propionic acid methyl ester with thiourea. LC-MS: tR=0.82 min; [M+H]+=269.2. Reactants: (CH3CN)2PdCl2, C=CC1=CC=CC=C1 (styrene), C(C)(=O)[O-].[Na+] (sodium acetate), ClC1=CC=CC=C1 (chlorobenzene). Reagents/catalysts: [P+](C1=CC=CC=C1)(C1=CC=CC=C1)(C1=CC=CC=C1)C1=CC=CC=C1.[Cl-] (Ph4PCl). The solvent is CN(C)C=O (DMF). Run at time 8 hour. The product is Cl benzene, C1(=CC=CC=C1)\C=C\C1=CC=CC=C1 (trans-stilbene), C1(=CC=CC=C1)\C=C/C1=CC=CC=C1 (cis-stilbene), C1(=CC=CC=C1)C(=C)C1=CC=CC=C1 (1,1-diphenylethene). The yield is 14.4%. RXN SMILES: C([O-])(=O)C.[Na+].Cl[C:7]1[CH:12]=[CH:11][CH:10]=[CH:9][CH:8]=1.[CH2:13]=[CH:14][C:15]1[CH:20]=[CH:19][CH:18]=[CH:17][CH:16]=1>[P+](C1C=CC=CC=1)(C1C=CC=CC=1)(C1C=CC=CC=1)C1C=CC=CC=1.[Cl-].CN(C=O)C>[C:7]1(/[CH:13]=[CH:14]/[C:15]2[CH:20]=[CH:19][CH:18]=[CH:17][CH:16]=2)[CH:12]=[CH:11][CH:10]=[CH:9][CH:8]=1.[C:7]1(/[CH:13]=[CH:14]\[C:15]2[CH:20]=[CH:19][CH:18]=[CH:17][CH:16]=2)[CH:12]=[CH:11][CH:10]=[CH:9][CH:8]=1.[C:7]1([C:14]([C:15]2[CH:20]=[CH:19][CH:18]=[CH:17][CH:16]=2)=[CH2:13])[CH:12]=[CH:11][CH:10]=[CH:9][CH:8]=1 |f:0.1,4.5|. Reported procedure: A reaction is performed as described in Example 1, except that 10.3 mg (0.04 mmol) of (CH3CN)2PdCl2, 59.7 mg (0.16 mmol) of Ph4PCl, 157.6 mg (1.92 mmol) of anhydrous sodium acetate, 107.1 mg (0.95 mmol) of chlorobenzene and 136.2 mg (1.31 mmol) of styrene in 1 ml of DMF are reacted. Stirring is performed at 150° C. for 8 hours. With 95.6% conversion of Cl-benzene, a 70.4% yield of Heck products (84.9% trans-stilbene, 0.7% cis-stilbene, and 14.4% 1,1-diphenylethene) is obtained. Reactants: C1CCOC1, O, [N-]=[N+]=NCCOc1cccc2c1ccn2S(=O)(=O)c1ccccc1, c1ccc(P(c2ccccc2)c2ccccc2)cc1. Yields the product NCCOc1cccc2c1ccn2S(=O)(=O)c1ccccc1. Reaction SMILES: [O:44]1[CH2:45][CH2:46][CH2:47][CH2:48]1.[OH2:49].[c:1]1([S:7](=[O:8])(=[O:9])[n:10]2[cH:11][cH:12][c:13]3[c:14]([O:19][CH2:20][CH2:21][N:22]=[N+:23]=[N-:24])[cH:15][cH:16][cH:17][c:18]23)[cH:2][cH:3][cH:4][cH:5][cH:6]1.[c:25]1([P:26]([c:27]2[cH:28][cH:29][cH:30][cH:31][cH:32]2)[c:33]2[cH:34][cH:35][cH:36][cH:37][cH:38]2)[cH:39][cH:40][cH:41][cH:42][cH:43]1>>[c:1]1([S:7](=[O:8])(=[O:9])[n:10]2[cH:11][cH:12][c:13]3[c:14]([O:19][CH2:20][CH2:21][NH2:22])[cH:15][cH:16][cH:17][c:18]23)[cH:2][cH:3][cH:4][cH:5][cH:6]1.